This data is from the Open Reaction Database (ORD), a public repository of structured organic reaction records. The task is: describe an organic reaction: reactants, conditions, products, and yield The reactants are CCN(C(C)C)C(C)C (DIEA), ClC1=NC=NC(=N1)Cl (2,4-Dichloro-1,3,5-triazine), N1(N=NC=C1)CC=1C=C(C=CC1)N (3-[1,2,3]triazol-1-ylmethyl-phenylamine). Solvent: CCOC(=O)C (EtOAc), O (water), CN(C)C=O (DMF), CN(C)C=O (DMF). Conditions: temperature 0 celsius. The product is ClC1=NC(=NC=N1)NC1=CC(=CC=C1)CN1N=NC=C1 ((4-chloro-[1,3,5]triazin-2-yl)-(3-[1,2,3]triazol-1-ylmethyl-phenyl)amine). As a reaction SMILES: Cl[C:2]1[N:7]=[C:6]([Cl:8])[N:5]=[CH:4][N:3]=1.CCN(C(C)C)C(C)C.[N:18]1([CH2:23][C:24]2[CH:25]=[C:26]([NH2:30])[CH:27]=[CH:28][CH:29]=2)[CH:22]=[CH:21][N:20]=[N:19]1>CN(C=O)C.CCOC(C)=O.O>[Cl:8][C:6]1[N:5]=[CH:4][N:3]=[C:2]([NH:30][C:26]2[CH:27]=[CH:28][CH:29]=[C:24]([CH2:23][N:18]3[CH:22]=[CH:21][N:20]=[N:19]3)[CH:25]=2)[N:7]=1. Reported procedure: 2,4-Dichloro-1,3,5-triazine (405.8 mg, 2.7065 mmol) is dissolved in DMF (2 ml). To the stirring solution cooled to 0° C. is added DIEA (471 μl, 2.7065 mmol). This solution is added dropwise to a 0° C. mix of DMF (2 ml) and 3-[1,2,3]triazol-1-ylmethyl-phenylamine (471.5 mg, 2.7065 mmol). The reaction is stirred at 0° C. for 15 minutes to 40 minutes and then at RT for 20 minutes to 2 hours. The mixture is diluted with EtOAc and water. The layers are separated, and the aqueous layer is extracted tw... The reactants are CC(CCNC(=O)C=1N=NC(=CC1)N1CCN(CC1)C(C1=C(C=CC=C1)[N+](=O)[O-])=O)C (6-[4-(2-Nitrobenzoyl)piperazin-1-yl]pyridazine-3-carboxylic acid (3-methylbutyl)amide). Reagents/catalysts: [Pd] (Pd/C). Yields the product CC(CCNC(=O)C=1N=NC(=CC1)N1CCN(CC1)C(C1=C(C=CC=C1)N)=O)C (6-[4-(2-AMINOBENZOYL)PIPERAZIN-1-YL]PYRIDAZINE-3-CARBOXYLIC ACID (3-METHYLBUTYL)AMIDE). Isolated yield 83.0%. As a reaction SMILES: [CH3:1][CH:2]([CH3:31])[CH2:3][CH2:4][NH:5][C:6]([C:8]1[N:9]=[N:10][C:11]([N:14]2[CH2:19][CH2:18][N:17]([C:20](=[O:30])[C:21]3[CH:26]=[CH:25][CH:24]=[CH:23][C:22]=3[N+:27]([O-])=O)[CH2:16][CH2:15]2)=[CH:12][CH:13]=1)=[O:7]>[Pd]>[CH3:1][CH:2]([CH3:31])[CH2:3][CH2:4][NH:5][C:6]([C:8]1[N:9]=[N:10][C:11]([N:14]2[CH2:15][CH2:16][N:17]([C:20](=[O:30])[C:21]3[CH:26]=[CH:25][CH:24]=[CH:23][C:22]=3[NH2:27])[CH2:18][CH2:19]2)=[CH:12][CH:13]=1)=[O:7]. Procedure details: 6-[4-(2-Nitrobenzoyl)piperazin-1-yl]pyridazine-3-carboxylic acid (3-methylbutyl)amide (100 mg, 0.235 mmol) was hydrogenated with 10 mg 10% Pd/C as catalyst at ambient temperature under 1 atm for 24 hours. The mixture was filtered through a celite cake. The filtrate was concentrated and purified by flash chromatography (ethyl acetate) to give a white solid (83% yield). 1H NMR (500 MHz, CDCl3) δ 8.05, 7.86, 7.19-7.23, 7.10-7.13, 6.99, 4.40, 3.74-3.88, 3.50, 1.65-1.75, 1.52, 0.94. MS (ES+) m/z 397 ... The reactants are CCOC(=O)C(C)=Cc1ccc(Cl)cc1, COCN(Cc1ccccc1)C[Si](C)(C)C, ClCCl, O=C(O)C(F)(F)F. Yields the product CCOC(=O)C1(C)CN(Cc2ccccc2)CC1c1ccc(Cl)cc1. As a reaction SMILES: [CH2:17]([CH3:18])[O:19][C:20]([C:21](=[CH:22][c:23]1[cH:24][cH:25][c:26]([Cl:29])[cH:27][cH:28]1)[CH3:30])=[O:31].[CH3:1][O:2][CH2:3][N:4]([CH2:5][Si:6]([CH3:7])([CH3:8])[CH3:9])[CH2:10][c:11]1[cH:12][cH:13][cH:14][cH:15][cH:16]1.[Cl:39][CH2:40][Cl:41].[OH:32][C:33]([C:34]([F:35])([F:36])[F:37])=[O:38]>>[CH2:3]1[N:4]([CH2:10][c:11]2[cH:12][cH:13][cH:14][cH:15][cH:16]2)[CH2:5][C:21]([C:20]([O:19][CH2:17][CH3:18])=[O:31])([CH3:30])[CH:22]1[c:23]1[cH:24][cH:25][c:26]([Cl:29])[cH:27][cH:28]1. Starting materials: CCOC(C)=O, CN1C(=O)C2(CC2)c2cc([N+](=O)[O-])ccc21. The product is CN1C(=O)C2(CC2)c2cc(N)ccc21. As a reaction SMILES: [CH3:17][CH2:18][O:19][C:20]([CH3:21])=[O:22].[CH3:1][N:2]1[C:3](=[O:16])[C:4]2([CH2:5][CH2:6]2)[c:7]2[cH:8][c:9]([N+:13]([O-:14])=[O:15])[cH:10][cH:11][c:12]21>>[CH3:1][N:2]1[C:3](=[O:16])[C:4]2([CH2:5][CH2:6]2)[c:7]2[cH:8][c:9]([NH2:13])[cH:10][cH:11][c:12]21. Reactants: ClC=1C=C(C(=O)O)C=CC1C (3-chloro-4-methylbenzoic acid), BrN1C(CCC1=O)=O (N-bromosuccinimide), C(C1=CC=CC=C1)(=O)OOC(C1=CC=CC=C1)=O (benzoyl peroxide). Run in C(Cl)(Cl)(Cl)Cl (CCl4). Product: BrCC1=C(C=C(C(=O)O)C=C1)Cl (4-(bromomethyl)-3-chlorobenzoic acid). RXN SMILES: [Cl:1][C:2]1[CH:3]=[C:4]([CH:8]=[CH:9][C:10]=1[CH3:11])[C:5]([OH:7])=[O:6].[Br:12]N1C(=O)CCC1=O.C(OOC(=O)C1C=CC=CC=1)(=O)C1C=CC=CC=1>C(Cl)(Cl)(Cl)Cl>[Br:12][CH2:11][C:10]1[CH:9]=[CH:8][C:4]([C:5]([OH:7])=[O:6])=[CH:3][C:2]=1[Cl:1]. Procedure details: A solution of 3-chloro-4-methylbenzoic acid (5.0 g, 29 mmol), N-bromosuccinimide (5.7 g, 32 mmol), benzoyl peroxide (710 mg, 2.9 mmol) in CCl4 (300 mL) was heated at reflux for 2.5 h. The mixture was concentrated under reduced pressure and dissolved in MTBE. The organic mixture was washed with 1N NaOH (3×25 mL). The aqueous mixture was acidified with 1N HCl to pH 2 and extracted with CH2Cl2 (3×25 mL). The combined organic layers were dried over MgSO4, filtered and concentrated to afford 4-(bromo... Reactants: [H-].[Na+] (sodium hydride), 9, COC=1C=C(C=CC1OC)CCNC(C(F)(F)F)=O (N-[2-(3,4-dimethoxyphenyl)ethyl]trifluoroacetamide), CI (methyl iodide), [OH-].[Na+] (sodium hydroxide). Run in O1CCCC1 (tetrahydrofuran). Run at time 30 minute. The product is COC=1C=C(C=CC1OC)CCN(C(C(F)(F)F)=O)C (N-[2-(3,4-Dimethoxyphenyl)ethyl]-N-methyltrifluoroacetamide). As a reaction SMILES: [CH3:1][O:2][C:3]1[CH:4]=[C:5]([CH2:11][CH2:12][NH:13][C:14](=[O:19])[C:15]([F:18])([F:17])[F:16])[CH:6]=[CH:7][C:8]=1[O:9][CH3:10].[H-].[Na+].[CH3:22]I.[OH-].[Na+]>O1CCCC1>[CH3:1][O:2][C:3]1[CH:4]=[C:5]([CH2:11][CH2:12][N:13]([CH3:22])[C:14](=[O:19])[C:15]([F:17])([F:18])[F:16])[CH:6]=[CH:7][C:8]=1[O:9][CH3:10] |f:1.2,4.5|. Procedure details: Add 20.0 9 (0.07 mol) of N-[2-(3,4-dimethoxyphenyl)ethyl]trifluoroacetamide to a suspension of 3.17 g (0.08 mol) of 60% sodium hydride in 50 mL of dry tetrahydrofuran. Stir this suspension for 30 minutes at room temperature. After 30 minutes, add 6.72 mL (0.11 mol) of methyl iodide and stir at room temperature for one h. After one h, filter reaction mixture and make basic (pH=14) with 4N sodium hydroxide. Wash this mixture with 2×100 mL of water. Extract the combined aqueous washes with 2×100 mL... Reported procedure: An amount of 670 g (1.10 mol) of 2-benzamido-4-chloro-5-[2-(p-nitrophenoxy]-myristamido]-phenol in the presence of 2370 ml of tetrahydrofuran, 47.8 g of morpholine, and 22 ml of Raney nickel is reduced in an autoclave at an initial hydrogen pressure of 10 MPa and a temperature of 40° C. After 90 min the theoretical amount of hydrogen is found to be taken up. The catalyst is filtered off. The filtrate is concentrated by evaporation to a volume of 1 l and then poured out in 4 l of ethanol. The pre... Reagents/catalysts: [Ni] (Raney nickel). RXN SMILES: [C:1]([NH:9][C:10]1[CH:15]=[C:14]([Cl:16])[C:13]([NH:17][C:18](=[O:42])[CH:19]([O:32][C:33]2[CH:38]=[CH:37][C:36]([N+:39]([O-])=O)=[CH:35][CH:34]=2)[CH2:20][CH2:21][CH2:22][CH2:23][CH2:24][CH2:25][CH2:26][CH2:27][CH2:28][CH2:29][CH2:30][CH3:31])=[CH:12][C:11]=1[OH:43])(=[O:8])[C:2]1[CH:7]=[CH:6][CH:5]=[CH:4][CH:3]=1.N1CCOCC1.[H][H]>[Ni].O1CCCC1>[C:1]([NH:9][C:10]1[CH:15]=[C:14]([Cl:16])[C:13]([NH:17][C:18](=[O:42])[CH:19]([O:32][C:33]2[CH:38]=[CH:37][C:36]([NH2:39])=[CH:35][CH:34]=2)[CH2:20][CH2:21][CH2:22][CH2:23][CH2:24][CH2:25][CH2:26][CH2:27][CH2:28][CH2:29][CH2:30][CH3:31])=[CH:12][C:11]=1[OH:43])(=[O:8])[C:2]1[CH:3]=[CH:4][CH:5]=[CH:6][CH:7]=1. Solvent: O1CCCC1 (tetrahydrofuran). The reactants are C(C1=CC=CC=C1)(=O)NC1=C(C=C(C(=C1)Cl)NC(C(CCCCCCCCCCCC)OC1=CC=C(C=C1)[N+](=O)[O-])=O)O (2-benzamido-4-chloro-5-[2-(p-nitrophenoxy]-myristamido]-phenol), [H][H] (hydrogen), N1CCOCC1 (morpholine), [H][H] (hydrogen). Product: C(C1=CC=CC=C1)(=O)NC1=C(C=C(C(=C1)Cl)NC(C(CCCCCCCCCCCC)OC1=CC=C(C=C1)N)=O)O (2-benzamido-4-chloro-5-[2-(p-aminophenoxy]-myristamido]-phenol). The reactants are ClC1=C2C(=CC=NC2=CC(=C1)Cl)O (5,7-dichloro-4-hydoxyquinoline), S(=O)(Cl)Cl (thionyl chloride), C(C)N(C=O)CC (N,N-diethylformamide). Solvent: CN(C=O)C (N,N-dimethylformamide). The product is ClC1=CC=NC2=CC(=CC(=C12)Cl)Cl (4,5,7-trichloroquinoline). Reaction SMILES: [Cl:1][C:2]1[CH:11]=[C:10]([Cl:12])[CH:9]=[C:8]2[C:3]=1[C:4](O)=[CH:5][CH:6]=[N:7]2.S(Cl)([Cl:16])=O.C(N(CC)C=O)C>CN(C)C=O>[Cl:16][C:4]1[C:3]2[C:8](=[CH:9][C:10]([Cl:12])=[CH:11][C:2]=2[Cl:1])[N:7]=[CH:6][CH:5]=1. Reported procedure: reacting 5,7-dichloro-4-hydoxyquinoline with thionyl chloride in the presence of N,N-dimethylformamide or N,N-diethylformamide to obtain 4,5,7-trichloroquinoline, Reactants: ClC1=NC(=CC=C1)Cl (2,6-dichloropyridine), S(=O)([O-])[O-].[K+].[K+] (potassium sulfite). Yields the product ClC1=NC(=CC=C1)S(=O)(=O)[O-].[K+] (potassium 2-chloropyridine-6-sulfonate). The yield is 15.8%. RXN SMILES: [Cl:1][C:2]1[CH:7]=[CH:6][CH:5]=[C:4](Cl)[N:3]=1.[S:9]([O-:12])([O-:11])=[O:10].[K+:13].[K+]>>[Cl:1][C:2]1[CH:7]=[CH:6][CH:5]=[C:4]([S:9]([O-:12])(=[O:11])=[O:10])[N:3]=1.[K+:13] |f:1.2.3,4.5|. Procedure details: In the same manner as in Example 1, 2,6-dichloropyridine and potassium sulfite were reacted to obtain 540 mg (15.8%) of potassium 2-chloropyridine-6-sulfonate. Purification was conducted by recrystallization from ethanol. Reactants: ClCCl, OCCCOCc1ccccc1, O=C1CNC(=O)N1, CC(C)OC(=O)N=NC(=O)OC(C)C, c1ccc(P(c2ccccc2)c2ccccc2)cc1. Product: O=C1CNC(=O)N1CCCOCc1ccccc1. As a reaction SMILES: [CH2:53]([Cl:54])[Cl:55].[CH2:8]([c:9]1[cH:10][cH:11][cH:12][cH:13][cH:14]1)[O:15][CH2:16][CH2:17][CH2:18][OH:19].[O:1]=[C:2]1[CH2:3][NH:4][C:5](=[O:6])[NH:7]1.[O:39]=[C:40]([O:41][CH:42]([CH3:43])[CH3:44])[N:45]=[N:46][C:47]([O:48][CH:49]([CH3:50])[CH3:51])=[O:52].[c:20]1([P:21]([c:22]2[cH:23][cH:24][cH:25][cH:26][cH:27]2)[c:28]2[cH:29][cH:30][cH:31][cH:32][cH:33]2)[cH:34][cH:35][cH:36][cH:37][cH:38]1>>[O:1]=[C:2]1[CH2:3][NH:4][C:5](=[O:6])[N:7]1[CH2:18][CH2:17][CH2:16][O:15][CH2:8][c:9]1[cH:10][cH:11][cH:12][cH:13][cH:14]1.